From a dataset of the Open Reaction Database (ORD), a public repository of structured organic reaction records. describe an organic reaction: reactants, conditions, products, and yield Reactants: C(C)(=O)NC1=C(C=C(C=C1)SCC1=CC=CC=C1)[N+](=O)[O-] (1-acetamido-2-nitro-4-benzylthiobenzene), C(Cl)(Cl)Cl (chloroform), C(C)(=O)OO (peracetic acid). Solvent: CO (methanol). Conditions: time 6 hour. Yields the product C(C)(=O)NC1=C(C=C(C=C1)S(=O)CC1=CC=CC=C1)[N+](=O)[O-] (1-acetamido-2-nitro-4-benzylsulfinylbenzene). As a reaction SMILES: [C:1]([NH:4][C:5]1[CH:10]=[CH:9][C:8]([S:11][CH2:12][C:13]2[CH:18]=[CH:17][CH:16]=[CH:15][CH:14]=2)=[CH:7][C:6]=1[N+:19]([O-:21])=[O:20])(=[O:3])[CH3:2].C(Cl)(Cl)Cl.C(OO)(=[O:28])C>CO>[C:1]([NH:4][C:5]1[CH:10]=[CH:9][C:8]([S:11]([CH2:12][C:13]2[CH:18]=[CH:17][CH:16]=[CH:15][CH:14]=2)=[O:28])=[CH:7][C:6]=1[N+:19]([O-:21])=[O:20])(=[O:3])[CH3:2]. Reported procedure: 2.42 G. 1-acetamido-2-nitro-4-benzylthiobenzene in 25 ml. chloroform is treated at -20 to -15° C with 1.6 g. 40% peracetic acid in 2 ml. methanol. The mixture is allowed to warm slowly to room temperature, held for 6 hours and washed with sodium bisulfite solution and sodium bicarbonate solution, dried and stripped. The residue is recrystallized from methanol giving 1-acetamido-2-nitro-4-benzylsulfinylbenzene. 2.14 G. 1-acetamido-2-nitro-4-benzylsulfinylbenzene is treated with 4 ml. 5N sodium hy... The reactants are CC(C)CCBr, Sc1ccc(Br)cc1, CC(C)=O, [Na+], [OH-]. The product is CC(C)CCSc1ccc(Br)cc1. RXN SMILES: [Br:11][CH2:12][CH2:13][CH:14]([CH3:15])[CH3:16].[Br:1][c:2]1[cH:3][cH:4][c:5]([SH:8])[cH:6][cH:7]1.[CH3:17][C:18](=[O:19])[CH3:20].[Na+:10].[OH-:9]>>[Br:1][c:2]1[cH:3][cH:4][c:5]([S:8][CH2:12][CH2:13][CH:14]([CH3:15])[CH3:16])[cH:6][cH:7]1. The reactants are NC1=CC=C(C=C1)S(=O)(=O)NC1=CC(=NC(=C1)NC)Br (4-amino-N-(2-bromo-6-methylamino-pyridin-4-yl)-benzenesulfonamide), C(C)N (ethylamine), C(C)N (ethylamine). Yields the product NC1=CC=C(C=C1)S(=O)(=O)NC1=CC(=NC(=C1)NC)NCC (4-amino-N-(2-ethylamino-6-methylamino-pyridin-4-yl)-benzenesulfonamide). Isolated yield 2.5%. RXN SMILES: [NH2:1][C:2]1[CH:7]=[CH:6][C:5]([S:8]([NH:11][C:12]2[CH:17]=[C:16]([NH:18][CH3:19])[N:15]=[C:14](Br)[CH:13]=2)(=[O:10])=[O:9])=[CH:4][CH:3]=1.[CH2:21]([NH2:23])[CH3:22]>>[NH2:1][C:2]1[CH:7]=[CH:6][C:5]([S:8]([NH:11][C:12]2[CH:17]=[C:16]([NH:18][CH3:19])[N:15]=[C:14]([NH:23][CH2:21][CH3:22])[CH:13]=2)(=[O:10])=[O:9])=[CH:4][CH:3]=1. Reported procedure: 2.5 g (0.007 mol) of 4-amino-N-(2-bromo-6-methylamino-pyridin-4-yl)-benzenesulfonamide were stirred with 80 ml of ethylamine in an autoclave at 160° C. for 40 hours. The residual ethylamine was left to evaporate and the residue was chromatographed on silica gel with ethyl acetate/hexane 1:2, then 2:3 and finally 1:1. The thus-obtained 0.67 g of brown oil was suspended in 200 ml of 1N NaOH, suction filtered and the filtrate was neutralized with 1N HCl. It was again suction filtered, the filtrate ... Reactants: FC1=CC=C2C(=NNC2=C1)C1CCNCC1 (6-fluoro-3-(4-piperidinyl)-1H-indazole), BrCCC (1-bromopropane), C([O-])(O)=O.[Na+] (sodium bicarbonate), CN(C=O)C (dimethylformamide). The solvent is O (water). Product: FC1=CC=C2C(=NNC2=C1)C1CCN(CC1)CCC (6-Fluoro-3-[1-(1-propyl)-4-piperidinyl]-1H-indazole). Yield: 64.3%. Reaction SMILES: [F:1][C:2]1[CH:10]=[C:9]2[C:5]([C:6]([CH:11]3[CH2:16][CH2:15][NH:14][CH2:13][CH2:12]3)=[N:7][NH:8]2)=[CH:4][CH:3]=1.Br[CH2:18][CH2:19][CH3:20].C(=O)(O)[O-].[Na+].CN(C)C=O>O>[F:1][C:2]1[CH:10]=[C:9]2[C:5]([C:6]([CH:11]3[CH2:16][CH2:15][N:14]([CH2:18][CH2:19][CH3:20])[CH2:13][CH2:12]3)=[N:7][NH:8]2)=[CH:4][CH:3]=1 |f:2.3|. Procedure: A mixture of 3.0 g of 6-fluoro-3-(4-piperidinyl)-1H-indazole, 1.8 g of 1-bromopropane, 2.5 g of sodium bicarbonate and 30 ml of dimethylformamide was stirred and heated at 60° for 2 hr. After stirring at ambient temperature for 14 hr, the reaction was poured into water and the aqueous suspension was extracted with ethyl acetate. The ethyl acetate was washed with water, dried over anhydrous magnesium sulfate and the solvent was removed in vacuo. Recrystallization of the residue from ethyl acetate... The reactants are NC1=CC=C(C=C1)SC1=C/C(/NC2=CC=CC=C12)=C/1\C(=NNC1=O)CCC ((Z)-4-(4-(4-aminophenylthio)quinolin-2(1H)-ylidene)-3-propyl-1H-pyrazol-5(4H)-one), C1(CCCC1)C(=O)Cl (cyclopentanecarbonyl chloride), C27H28N4O2S. Run in C1CCOC1 (THF). Product: O=C1\C(\C(=NN1)CCC)=C\1/NC2=CC=CC=C2C(=C1)SC1=CC=C(C=C1)NC(=O)C1CCCC1 ((Z)—N-(4-(2-(5-oxo-3-propyl-1H-pyrazol-4(5H)-ylidene)-1,2-dihydroquinolin-4-ylthio)phenyl)cyclopentanecarboxamide). As a reaction SMILES: [NH2:1][C:2]1[CH:7]=[CH:6][C:5]([S:8][C:9]2[C:18]3[C:13](=[CH:14][CH:15]=[CH:16][CH:17]=3)[NH:12]/[C:11](=[C:19]3/[C:20]([CH2:25][CH2:26][CH3:27])=[N:21][NH:22][C:23]/3=[O:24])/[CH:10]=2)=[CH:4][CH:3]=1.[CH:28]1([C:33](Cl)=[O:34])[CH2:32][CH2:31][CH2:30][CH2:29]1>C1COCC1>[O:24]=[C:23]1[NH:22][N:21]=[C:20]([CH2:25][CH2:26][CH3:27])/[C:19]/1=[C:11]1/[NH:12][C:13]2[C:18]([C:9]([S:8][C:5]3[CH:4]=[CH:3][C:2]([NH:1][C:33]([CH:28]4[CH2:32][CH2:31][CH2:30][CH2:29]4)=[O:34])=[CH:7][CH:6]=3)=[CH:10]/1)=[CH:17][CH:16]=[CH:15][CH:14]=2. Reported procedure: The title compound was synthesized using (Z)-4-(4-(4-aminophenylthio)quinolin-2(1H)-ylidene)-3-propyl-1H-pyrazol-5(4H)-one and cyclopentanecarbonyl chloride in THF according to the procedure described in the synthesis of Example 26. 1H NMR (400 MHz, DMSO-d6) δ ppm 0.69 (t, J=7.33 Hz, 3H) 1.32 (dq, J=14.97, 7.39 Hz, 2H) 1.54-1.63 (m, 2H) 1.65-1.77 (m, 4H) 1.82-1.92 (m, 2H) 2.20 (t, J=7.33 Hz, 2H) 2.83 (dt, J=15.41, 7.71 Hz, 1H) 6.73 (s, 1H) 7.59-7.70 (m, 3H) 7.83-7.94 (m, 4H) 8.13 (d, J=8.08 Hz, ... Starting materials: BrC1=C(C=C(C=C1)O)CCO (4-bromo-3-(2-hydroxy-ethyl)-phenol), IC (Iodomethane), BrC(OCC[Si](C)(C)C)OC1=CC(=CC=C1)CCOC ((2-[Bromo-3-(2-methoxy-ethyl)phenoxymethoxy]-ethyl}-trimethyl-silane), BrC1=C(C=C(C=C1)OCOCC[Si](C)(C)C)CCO (2-[2-Bromo-5-(2-trimethylsilanyl-ethoxymethoxy)-phenyl]-ethanol), [OH-].[K+] (potassium hydroxide). Run in O (water), CS(=O)C (DMSO). Run at time 16 hour. The product is BrC1=C(C=C(OCOCC[Si](C)(C)C)C=C1)CCOC ((2-[4-bromo-3-(2-methoxy-ethyl)-phenoxymethoxy]-ethyl)-trimethyl-silane). As a reaction SMILES: [Br:1]C1C=CC(O)=CC=1CCO.Br[CH:13]([O:21][C:22]1[CH:27]=[CH:26][CH:25]=[C:24]([CH2:28][CH2:29][O:30][CH3:31])[CH:23]=1)[O:14][CH2:15][CH2:16][Si:17]([CH3:20])([CH3:19])[CH3:18].BrC1C=CC(OCOCC[Si](C)(C)C)=CC=1CCO.[OH-].[K+].IC>CS(C)=O.O>[Br:1][C:25]1[CH:26]=[CH:27][C:22]([O:21][CH2:13][O:14][CH2:15][CH2:16][Si:17]([CH3:20])([CH3:19])[CH3:18])=[CH:23][C:24]=1[CH2:28][CH2:29][O:30][CH3:31] |f:3.4|. Procedure details: Preparation of 2-[2-Bromo-5-(2-trimethylsilanyl-ethoxymethoxy)-phenyl] was prepared in 65% yield by the substitution of 4-bromo-3-(2-hydroxy-ethyl)-phenol in the procedure described in Example 24(a), step (vi). 1H NMR (300 MHz, CDCl3) δ 7.43 (d, 1H, J=8.7 Hz), 6.97 (d, 1H, J=3.0 Hz), 6.82 (dd, 1H, J=8.7, 3.0 Hz), 5.19 (s, 2H), 3.88 (q, 2H, J=6.6 Hz), 3.74 (t, 2H, J=8.4 Hz), 2.99 (t, 2H, J=6.6 Hz), 1.42 (t, 1H, J=6.6 Hz), 0.94 (t, 2H, 1=8.4 Hz), −0.01 (s, 9H). {(2-[Bromo-3-(2-methoxy-ethyl)phenox... The reactants are ClC1=CC(=C(C(=O)O)C=C1F)F (4-chloro-2,5-difluorobenzoic acid), S(=O)(Cl)Cl (thionyl chloride). The solvent is O (water). Conditions: temperature 60 celsius, time 2 hour. The product is ClC1=CC(=C(C(=O)Cl)C=C1F)F (4-chloro-2,5-difluorobenzoyl Chloride). RXN SMILES: [Cl:1][C:2]1[C:10]([F:11])=[CH:9][C:5]([C:6](O)=[O:7])=[C:4]([F:12])[CH:3]=1.S(Cl)([Cl:15])=O>O>[Cl:1][C:2]1[C:10]([F:11])=[CH:9][C:5]([C:6]([Cl:15])=[O:7])=[C:4]([F:12])[CH:3]=1. Procedure details: 38.5 g 4-chloro-2,5-difluorobenzoic acid (0.2 mole) was placed in a 250 mL, 3-necked roundbottom flask equipped with a magnetic stirbar, a thermometer, and a water-cooled condenser. 238 g thionyl chloride was added in one lot. The mixture was stirred and heated on a water bath. At about 58°-60° C. the solid dissolved with evolution of gas and formation of foam. The mixture was stirred and maintained at 60° C. until all the solid dissolved - about 30 minutes. It was then heated in a boiling water... Reactants: Fc1ccc(-c2nn3c(c2-c2ccncc2)NNCC3)cc1, O, O=C(Cl)Cc1ccccc1, c1ccncc1. Yields the product Cl, O=C(Cc1ccccc1)N1NCCn2nc(-c3ccc(F)cc3)c(-c3ccncc3)c21. Reaction SMILES: [F:1][c:2]1[cH:3][cH:4][c:5](-[c:8]2[n:9][n:10]3[c:11]([c:16]2-[c:17]2[cH:18][cH:19][n:20][cH:21][cH:22]2)[NH:12][NH:13][CH2:14][CH2:15]3)[cH:6][cH:7]1.[OH2:39].[c:29]1([CH2:35][C:36](=[O:37])[Cl:38])[cH:30][cH:31][cH:32][cH:33][cH:34]1.[cH:23]1[cH:24][cH:25][n:26][cH:27][cH:28]1>>[ClH:38].[F:1][c:2]1[cH:3][cH:4][c:5](-[c:8]2[n:9][n:10]3[c:11]([c:16]2-[c:17]2[cH:18][cH:19][n:20][cH:21][cH:22]2)[N:12]([C:36]([CH2:35][c:29]2[cH:30][cH:31][cH:32][cH:33][cH:34]2)=[O:37])[NH:13][CH2:14][CH2:15]3)[cH:6][cH:7]1. Reactants: N (ammonia), C=O (Formaldehyde), N1C=CC2=CC=CC=C12 (indole), FC1=CC=C(C(=O)NC(NC2CCNCC2)=O)C=C1 (4-(4-fluorobenzoylureido)piperidine). Run in C(C)(=O)O (acetic acid), O (water). Conditions: time 5 hour. The product is FC1=CC=C(C(=O)NC(=O)NC2CCN(CC2)CC2=CNC3=CC=CC=C23)C=C1 (1-(4-Fluorobenzoyl)-3-(1-[indol-3-ylmethyl]piperid-4-yl)urea). Isolated yield 85.0%. As a reaction SMILES: [CH2:1]=O.[NH:3]1[C:11]2[C:6](=[CH:7][CH:8]=[CH:9][CH:10]=2)[CH:5]=[CH:4]1.[F:12][C:13]1[CH:30]=[CH:29][C:16]([C:17]([NH:19][C:20](=[O:28])[NH:21][CH:22]2[CH2:27][CH2:26][NH:25][CH2:24][CH2:23]2)=[O:18])=[CH:15][CH:14]=1.N>C(O)(=O)C.O>[F:12][C:13]1[CH:14]=[CH:15][C:16]([C:17]([NH:19][C:20]([NH:21][CH:22]2[CH2:23][CH2:24][N:25]([CH2:1][C:5]3[C:6]4[C:11](=[CH:10][CH:9]=[CH:8][CH:7]=4)[NH:3][CH:4]=3)[CH2:26][CH2:27]2)=[O:28])=[O:18])=[CH:29][CH:30]=1. Procedure details: Formaldehyde (0.4 cm3, 40% aqueous solution) was added to a stirred solution of indole (0.6 g, 0.005 mol) and 4-(4-fluorobenzoylureido)piperidine (1.33 g, 0.005 mol) in acetic acid (3 cm3). The reaction was allowed to stand for 5 hours then diluted with water (50 cm3). The turbid solution was basified by addition of ammonia and the precipitated solid collected by filtration, washed with water and ether to give 1.7 g (85%) of the title compound as the free base. The base was suspended in ethanol ... The reactants are C1(=CC=CC2=CC=CC=C12)C(=O)O (1-naphthoic acid), C1(=CC=CC=C1)SC (thioanisol), polyphosphoric acid. Run at temperature 80 celsius. Product: CSC1=CC=C(C=C1)C(=O)C1=CC=CC2=CC=CC=C12 ((4-Methylthiophenyl)-(naphth-1-yl)-ketone). RXN SMILES: [C:1]1([C:11]([OH:13])=O)[C:10]2[C:5](=[CH:6][CH:7]=[CH:8][CH:9]=2)[CH:4]=[CH:3][CH:2]=1.[C:14]1([S:20][CH3:21])[CH:19]=[CH:18][CH:17]=[CH:16][CH:15]=1>>[CH3:21][S:20][C:14]1[CH:19]=[CH:18][C:17]([C:11]([C:1]2[C:10]3[C:5](=[CH:6][CH:7]=[CH:8][CH:9]=3)[CH:4]=[CH:3][CH:2]=2)=[O:13])=[CH:16][CH:15]=1. Procedure: A mixture of 1-naphthoic acid (10 g, 58.08 mmol), thioanisol (8.19 ml, 69.7 mmol) and polyphosphoric acid (100 g) was heated for 12 hours on water bath at 80° C. Reaction mixture was poured onto ice water and extracted with ethylacetate. The organic layer was washed with water, dried over anhydrous sodium sulfate and concentrated to give oil, which was crystallized from methanol to give the desired compound.